From a dataset of the Open Reaction Database (ORD), a public repository of structured organic reaction records. describe an organic reaction: reactants, conditions, products, and yield The solvent is CN(C)C=O (DMF), CN(C)C=O (DMF). Yields the product ClC1=CC=C(C=C1)C=1SC=C(N1)CSC1=NC(=C(C(=C1C#N)N1CCCCC1)C#N)O (2-({[2-(4-Chlorophenyl)-1,3-thiazol-4-yl]methyl}thio)-6-hydroxy-4-(piperidin-1-yl)pyridine-3,5-di-carbonitrile). RXN SMILES: Cl[C:2]1[C:7]([C:8]#[N:9])=[C:6]([N:10]2[CH2:15][CH2:14][CH2:13][CH2:12][CH2:11]2)[C:5]([C:16]#[N:17])=[C:4]([S:18][CH2:19][C:20]2[N:21]=[C:22]([C:25]3[CH:30]=[CH:29][C:28]([Cl:31])=[CH:27][CH:26]=3)[S:23][CH:24]=2)[N:3]=1.CC(C)([O-:35])C.[K+].C(OC)(=O)CO>CN(C=O)C>[Cl:31][C:28]1[CH:29]=[CH:30][C:25]([C:22]2[S:23][CH:24]=[C:20]([CH2:19][S:18][C:4]3[C:5]([C:16]#[N:17])=[C:6]([N:10]4[CH2:15][CH2:14][CH2:13][CH2:12][CH2:11]4)[C:7]([C:8]#[N:9])=[C:2]([OH:35])[N:3]=3)[N:21]=2)=[CH:26][CH:27]=1 |f:1.2|. Procedure details: 400 mg (0.82 mmol) of the compound from Example 4A are initially charged in 8 ml of dry DMF. After addition of 110 mg (0.99 mmol) of potassium tert-butoxide, the mixture is stirred at RT for RT. A solution of 74 mg (0.82 mmol) of methyl glycolate in 1 ml of dry DMF is then added dropwise, and the reaction mixture is stirred at RT for 20 h. The solvent is then removed on a rotary evaporator and the residue is directly purified by preparative HPLC (column: YMC GEL ODS-AQ S-5/15 μm; mobile phase gr... Reactants: CC(C)([O-])C.[K+] (potassium tert-butoxide), ClC1=NC(=C(C(=C1C#N)N1CCCCC1)C#N)SCC=1N=C(SC1)C1=CC=C(C=C1)Cl (2-Chloro-6-({[2-(4-chlorophenyl)-1,3-thiazol-4-yl]methyl}thio)-4-(piperidin-1-yl)pyridine-3,5-di-carbonitrile), C(CO)(=O)OC (methyl glycolate). Reactants: [H-].[Na+] (sodium hydride), C(C1=CC=CC=C1)OC=1C=C2C=CNC2=CC1 (5-benzyloxyindole), ClC=1N=C(C2=C(N1)C=C(S2)CN2CCC(CC2)N(C)C)N2CCOCC2 ([1-(2-chloro-4-morpholin-4-yl-thieno[3,2-d]pyrimidin-6-ylmethyl)-piperidin-4-yl]-dimethyl-amine). The reagents and catalysts are [Pd] (Palladium on carbon). Solvent: ClCCl (dichloromethane), O (water), [Cl-].[Na+] (sodium chloride), C(C)O (ethanol), CN(C)C=O (DMF). Conditions: temperature 150 celsius. The product is CN(C1CCN(CC1)CC1=CC=2N=C(N=C(C2S1)N1CCOCC1)N1C=CC2=CC(=CC=C12)O)C (1-(6-((4-(dimethylamino)piperidin-1-yl)methyl)-4-morpholinothieno[3,2-d]pyrimidin-2-yl)-1H-indol-5-ol). Isolated yield 2.4%. As a reaction SMILES: C([O:8][C:9]1[CH:10]=[C:11]2[C:15](=[CH:16][CH:17]=1)[NH:14][CH:13]=[CH:12]2)C1C=CC=CC=1.[H-].[Na+].Cl[C:21]1[N:22]=[C:23]([N:40]2[CH2:45][CH2:44][O:43][CH2:42][CH2:41]2)[C:24]2[S:29][C:28]([CH2:30][N:31]3[CH2:36][CH2:35][CH:34]([N:37]([CH3:39])[CH3:38])[CH2:33][CH2:32]3)=[CH:27][C:25]=2[N:26]=1>CN(C=O)C.O.[Cl-].[Na+].C(O)C.ClCCl.[Pd]>[CH3:38][N:37]([CH3:39])[CH:34]1[CH2:35][CH2:36][N:31]([CH2:30][C:28]2[S:29][C:24]3[C:23]([N:40]4[CH2:45][CH2:44][O:43][CH2:42][CH2:41]4)=[N:22][C:21]([N:14]4[C:15]5[C:11](=[CH:10][C:9]([OH:8])=[CH:17][CH:16]=5)[CH:12]=[CH:13]4)=[N:26][C:25]=3[CH:27]=2)[CH2:32][CH2:33]1 |f:1.2,6.7|. Procedure: A solution of 5-benzyloxyindole (0.245 g) in DMF (5 mL) was cooled to 0° C. then sodium hydride (0.06 g) added. After 30 min [1-(2-chloro-4-morpholin-4-yl-thieno[3,2-d]pyrimidin-6-ylmethyl)-piperidin-4-yl]-dimethyl-amine (0.395 g) was added. The reaction vessel was sealed and heated at 150° C. After 1 h the reaction mixture was cooled to room temperature and diluted with water and saturated aqueous sodium chloride solution. The solid separated was filtered and then purified by chromatography (si... Reactants: CC#N, Cn1ccc2c1C(=NO)CN(CCCCl)S2(=O)=O, Cl, O=C(c1ccc(F)cc1)C1CCNCC1, [I-], [Na+], [Na+], O=C([O-])O. The product is Cn1ccc2c1C(=NO)CN(CCCN1CCC(C(=O)c3ccc(F)cc3)CC1)S2(=O)=O. As a reaction SMILES: [CH3:42][C:43]#[N:44].[Cl:1][CH2:2][CH2:3][CH2:4][N:5]1[S:6](=[O:17])(=[O:18])[c:7]2[c:8]([n:13]([CH3:16])[cH:14][cH:15]2)[C:9](=[N:11][OH:12])[CH2:10]1.[ClH:19].[F:20][c:21]1[cH:22][cH:23][c:24]([C:25](=[O:26])[CH:27]2[CH2:28][CH2:29][NH:30][CH2:31][CH2:32]2)[cH:33][cH:34]1.[I-:41].[Na+:35].[Na+:40].[OH:36][C:37](=[O:38])[O-:39]>>[CH2:2]([CH2:3][CH2:4][N:5]1[S:6](=[O:17])(=[O:18])[c:7]2[c:8]([n:13]([CH3:16])[cH:14][cH:15]2)[C:9](=[N:11][OH:12])[CH2:10]1)[N:30]1[CH2:29][CH2:28][CH:27]([C:25]([c:24]2[cH:23][cH:22][c:21]([F:20])[cH:34][cH:33]2)=[O:26])[CH2:32][CH2:31]1. Starting materials: O[C@H]1[C@H](COC2=CC(=CC=C12)C1=NOC(=N1)C1=C(C(=NO1)C1=CC=CC=C1)C(F)(F)F)NC(OC(C)(C)C)=O (tert-Butyl (3S,4R)-4-hydroxy-7-(5-(3-phenyl-4-(trifluoromethyl)isoxazol-5-yl)-1,2,4-oxadiazol-3-yl)chroman-3-ylcarbamate), C(=O)(C(F)(F)F)O (TFA). Solvent: C(Cl)Cl (DCM). Yields the product C(C)(C)(C)OC(N[C@@H]1COC2=CC(=CC=C2[C@@H]1O)C1=NOC(=N1)C1=C(C(=NO1)C1=CC=CC=C1)C(F)(F)F)=O ((3R,4S)-tert-butyl-4-hydroxy-7-(5-(3-phenyl-4-(trifluoromethyl)isoxazol-5-yl)-1,2,4-oxadiazol-3-yl)chroman-3-ylcarbamate), C(=O)(C(F)(F)F)O (TFA). As a reaction SMILES: [OH:1][C@@H:2]1[C:11]2[C:6](=[CH:7][C:8]([C:12]3[N:16]=[C:15]([C:17]4[O:21][N:20]=[C:19]([C:22]5[CH:27]=[CH:26][CH:25]=[CH:24][CH:23]=5)[C:18]=4[C:28]([F:31])([F:30])[F:29])[O:14][N:13]=3)=[CH:9][CH:10]=2)[O:5][CH2:4][C@@H:3]1[NH:32][C:33](=[O:39])[O:34][C:35]([CH3:38])([CH3:37])[CH3:36].[C:40]([OH:46])([C:42]([F:45])([F:44])[F:43])=[O:41]>C(Cl)Cl>[C:35]([O:34][C:33](=[O:39])[NH:32][C@H:3]1[C@@H:2]([OH:1])[C:11]2[C:6](=[CH:7][C:8]([C:12]3[N:16]=[C:15]([C:17]4[O:21][N:20]=[C:19]([C:22]5[CH:23]=[CH:24][CH:25]=[CH:26][CH:27]=5)[C:18]=4[C:28]([F:29])([F:30])[F:31])[O:14][N:13]=3)=[CH:9][CH:10]=2)[O:5][CH2:4]1)([CH3:38])([CH3:36])[CH3:37].[C:40]([OH:46])([C:42]([F:45])([F:44])[F:43])=[O:41]. Procedure: tert-Butyl (3S,4R)-4-hydroxy-7-(5-(3-phenyl-4-(trifluoromethyl)isoxazol-5-yl)-1,2,4-oxadiazol-3-yl)chroman-3-ylcarbamate (500 mg) was dissolved in 30% TFA solution in DCM (3673 μl). After 2 h the reaction mixture was concentrated to give (3R,4S)-tert-butyl-4-hydroxy-7-(5-(3-phenyl-4-(trifluoromethyl)isoxazol-5-yl)-1,2,4-oxadiazol-3-yl)chroman-3-ylcarbamate, TFA salt (quant.): LCMS=445.0 [M+H]+; 1H NMR and HPLC as in Ex. 1. Reactants: O=C1CCCC2=C1C(=CO2)COC2=C1C=C(NC1=CC=C2)C(=O)O (4-(4-Oxo-4,5,6,7-tetrahydro-benzofuran-3-ylmethoxy)-1H-indole-2-carboxylic acid), NC1CCC(CC1)(O)CCN1C[C@@H]([C@H](CC1)O)C ((3S,4S)-1-[2-(4-Amino-1-hydroxy-cyclohexyl)-ethyl]-3-methyl-piperidin-4-ol). Yields the product OC1(CCC(CC1)NC(=O)C=1NC2=CC=CC(=C2C1)OCC1=COC2=C1C(CCC2)=O)CCN2C[C@@H]([C@H](CC2)O)C (4-(4-Oxo-4,5,6,7-tetrahydro-benzofuran-3-ylmethoxy)-1H-indole-2-carboxylic acid {4-hydroxy-4-[2-((3S,4S)-4-hydroxy-3-methyl-piperidin-1-yl)-ethyl]-cyclohexyl}-amide). As a reaction SMILES: [O:1]=[C:2]1[C:7]2[C:8]([CH2:11][O:12][C:13]3[CH:21]=[CH:20][CH:19]=[C:18]4[C:14]=3[CH:15]=[C:16]([C:22](O)=[O:23])[NH:17]4)=[CH:9][O:10][C:6]=2[CH2:5][CH2:4][CH2:3]1.[NH2:25][CH:26]1[CH2:31][CH2:30][C:29]([CH2:33][CH2:34][N:35]2[CH2:40][CH2:39][C@H:38]([OH:41])[C@@H:37]([CH3:42])[CH2:36]2)([OH:32])[CH2:28][CH2:27]1>>[OH:32][C:29]1([CH2:33][CH2:34][N:35]2[CH2:40][CH2:39][C@H:38]([OH:41])[C@@H:37]([CH3:42])[CH2:36]2)[CH2:30][CH2:31][CH:26]([NH:25][C:22]([C:16]2[NH:17][C:18]3[C:14]([CH:15]=2)=[C:13]([O:12][CH2:11][C:8]2[C:7]4[C:2](=[O:1])[CH2:3][CH2:4][CH2:5][C:6]=4[O:10][CH:9]=2)[CH:21]=[CH:20][CH:19]=3)=[O:23])[CH2:27][CH2:28]1. Procedure: This compound is synthesized analogously to example 1 from 4-(4-oxo-4,5,6,7-tetrahydro-benzofuran-3-ylmethoxy)-1H-indole-2-carboxylic acid 16f and amine 14. Starting materials: N[C@@H](C(=O)N(C)CCC1=C(C=CC=C1)OCCO)CC1=CC2=CC=CC=C2C=C1 ((2R)-2-amino-N-{2-[2-(2-hydroxyethoxy)phenyl]ethyl}-N-methyl-3-(2-naphthyl)propionamide), C(C)N(C(C)C)C(C)C (ethyldiisopropylamine), C(C)(C)(C)OC(=O)NC(C/C=C/C(=O)O)(C)C ((2E)-5-(tert-Butoxycarbonylamino)-5-methylhex-2-enoic acid), ON1N=NC2=C1N=CC=C2 (1-Hydroxy-7-azabenzotriazole), Cl.CN(CCCN=C=NCC)C (N-(3-Dimethylaminopropyl)-N'-ethylcarbodiimide hydrochloride). Run in ClCCl (dichloromethane), C(C)(=O)OCC (ethyl acetate), ClCCl (dichloromethane), CN(C=O)C (N,N-dimethylformamide). Reaction conditions: temperature 0 celsius, time 20 minute. The product is C(C)(C)(C)OC(NC(C\C=C\C(N[C@H](CC1=CC2=CC=CC=C2C=C1)C(N(C)CCC1=C(C=CC=C1)OCCO)=O)=O)(C)C)=O ({(3E)-4-[(1R)-1-(N-{2-[2-(2-hydroxyethoxy)phenyl]ethyl}-N-methylcarbamoyl)-2-(2-naphthyl)ethylcarbamoyl]-1,1-dimethylbut-3-enyl}carbamic acid tert-butyl ester). Yield: 61.0%. As a reaction SMILES: [C:1]([O:5][C:6]([NH:8][C:9]([CH3:17])([CH3:16])[CH2:10]/[CH:11]=[CH:12]/[C:13]([OH:15])=O)=[O:7])([CH3:4])([CH3:3])[CH3:2].ON1C2N=CC=CC=2N=N1.Cl.CN(C)CCCN=C=NCC.[NH2:40][C@H:41]([CH2:58][C:59]1[CH:68]=[CH:67][C:66]2[C:61](=[CH:62][CH:63]=[CH:64][CH:65]=2)[CH:60]=1)[C:42]([N:44]([CH2:46][CH2:47][C:48]1[CH:53]=[CH:52][CH:51]=[CH:50][C:49]=1[O:54][CH2:55][CH2:56][OH:57])[CH3:45])=[O:43].C(N(C(C)C)C(C)C)C>ClCCl.CN(C)C=O.C(OCC)(=O)C>[C:1]([O:5][C:6](=[O:7])[NH:8][C:9]([CH3:17])([CH3:16])[CH2:10]/[CH:11]=[CH:12]/[C:13](=[O:15])[NH:40][C@@H:41]([C:42](=[O:43])[N:44]([CH2:46][CH2:47][C:48]1[CH:53]=[CH:52][CH:51]=[CH:50][C:49]=1[O:54][CH2:55][CH2:56][OH:57])[CH3:45])[CH2:58][C:59]1[CH:68]=[CH:67][C:66]2[C:61](=[CH:62][CH:63]=[CH:64][CH:65]=2)[CH:60]=1)([CH3:2])([CH3:3])[CH3:4] |f:2.3|. Procedure details: (2E)-5-(tert-Butoxycarbonylamino)-5-methylhex-2-enoic acid (95 mg, 0.39 mmol) was dissolved in dichloromethane (1 ml) and N,N-dimethylformamide (1 ml). 1-Hydroxy-7-azabenzotriazole (55 mg, 0.39 mmol) was added. The solution was cooled to 0° C. N-(3-Dimethylaminopropyl)-N'-ethylcarbodiimide hydrochloride (75 mg, 0.39 mmol) was added. The reaction mixture was stirred for 20 min at 0° C. A solution of (2R)-2-amino-N-{2-[2-(2-hydroxyethoxy)phenyl]ethyl}-N-methyl-3-(2-naphthyl)propionamide (155 mg, 0... The reactants are CS(=O)C=1SC2=C(N1)C=CC(=C2)CN2C=NC=1C2=NC=C(C1)C(=O)OC (methyl 3-((2-(methylsulfinyl)benzo[d]thiazol-6-yl)methyl)-3H-imidazo[4,5-b]pyridine-6-carboxylate), N[C@H]1[C@@H](CCCC1)O ((1R,2R)-(−)-2-aminocyclohexanol), CS(=O)(=O)C=1SC2=C(N1)C=CC(=C2)CN2C=NC=1C2=NC=C(C1)C(=O)OC (methyl 3-((2-(methylsulfonyl)benzo[d]thiazol-6-yl)methyl)-3H-imidazo[4,5-b]pyridine-6-carboxylate), N[C@H]1[C@@H](CCCC1)O ((1R,2R)-(−)-2-aminocyclohexanol), CCN(C(C)C)C(C)C (DIEA). The solvent is CC(=O)N(C)C (DMA). Run at temperature 100 celsius, time 19 hour. Product: O[C@H]1[C@@H](CCCC1)NC=1SC2=C(N1)C=CC(=C2)CN2C=NC=1C2=NC=C(C1)C(=O)OC (methyl 3-((2-(((1R,2R)-2-hydroxycyclohexyl)amino)benzo[d]thiazol-6-yl)methyl)-3H-imidazo[4,5-b]pyridine-6-carboxylate). Reaction SMILES: CS([C:4]1[S:5][C:6]2[CH:12]=[C:11]([CH2:13][N:14]3[C:18]4=[N:19][CH:20]=[C:21]([C:23]([O:25][CH3:26])=[O:24])[CH:22]=[C:17]4[N:16]=[CH:15]3)[CH:10]=[CH:9][C:7]=2[N:8]=1)=O.CS(C1SC2C=C(CN3C4=NC=C(C(OC)=O)C=C4N=C3)C=CC=2N=1)(=O)=O.[NH2:54][C@@H:55]1[CH2:60][CH2:59][CH2:58][CH2:57][C@H:56]1[OH:61].CCN(C(C)C)C(C)C>CC(N(C)C)=O>[OH:61][C@@H:56]1[CH2:57][CH2:58][CH2:59][CH2:60][C@H:55]1[NH:54][C:4]1[S:5][C:6]2[CH:12]=[C:11]([CH2:13][N:14]3[C:18]4=[N:19][CH:20]=[C:21]([C:23]([O:25][CH3:26])=[O:24])[CH:22]=[C:17]4[N:16]=[CH:15]3)[CH:10]=[CH:9][C:7]=2[N:8]=1. Procedure: A 2:1 mixture of methyl 3-((2-(methylsulfinyl)benzo[d]thiazol-6-yl)methyl)-3H-imidazo[4,5-b]pyridine-6-carboxylate and methyl 3-((2-(methylsulfonyl)benzo[d]thiazol-6-yl)methyl)-3H-imidazo[4,5-b]pyridine-6-carboxylate (360 mg) from Step 4 of this Example was dissolved in anhydrous DMA (10 mL), and (1R,2R)-(−)-2-aminocyclohexanol (322 mg, 2.79 mmol) and DIEA (360 mg, 2.79 mmol) were added. The reaction vessel was sealed and the mixture was heated with stirring at 100° C. for 19 h. LCMS indicated t...